From a dataset of the Open Reaction Database (ORD), a public repository of structured organic reaction records. describe an organic reaction: reactants, conditions, products, and yield The reactants are N1C(CCC1=O)=O (pyrrolidine-2,5-dione), C(C1=CC=CC=C1)Br (benzyl bromide). Product: C(C1=CC=CC=C1)C1CCC(N1)=O (5-Benzylpyrrolidin-2-one). Reaction SMILES: [NH:1]1[C:5](=O)[CH2:4][CH2:3][C:2]1=[O:7].[CH2:8](Br)[C:9]1[CH:14]=[CH:13][CH:12]=[CH:11][CH:10]=1>>[CH2:8]([CH:5]1[NH:1][C:2](=[O:7])[CH2:3][CH2:4]1)[C:9]1[CH:14]=[CH:13][CH:12]=[CH:11][CH:10]=1. Reported procedure: 5-Benzylpyrrolidin-2-one is synthesized from pyrrolidine-2,5-dione and benzyl bromide according to S. Lebrun et al. (Tetrahedron Asymmetry 2003, 14, 2625-2632).